This data is from the Open Reaction Database (ORD), a public repository of structured organic reaction records. The task is: describe an organic reaction: reactants, conditions, products, and yield The reactants are NC=1SC=CN1 (2-aminothiazole), C1(=CC=CC=C1)P(C1=CC=CC=C1)C1=CC=CC=C1 (triphenylphosphine), C1(CCCC1)CC(C(=O)O)C1=CC(=C(C=C1)C(F)(F)F)F (3-cyclopentyl-2-(3-fluoro-4-trifluoromethyl-phenyl)-propionic acid), BrN1C(CCC1=O)=O (N-bromosuccinimide). Solvent: C(Cl)Cl (methylene chloride). Run at temperature 0 celsius, time 30 minute. Yields the product C1(CCCC1)CC(C(=O)NC=1SC=CN1)C1=CC(=C(C=C1)C(F)(F)F)F (3-cyclopentyl-2-(3-fluoro-4-trifluoromethyl-phenyl)-N-thiazol-2-yl-propionamide). Isolated yield 63.5%. Reaction SMILES: C1(P(C2C=CC=CC=2)C2C=CC=CC=2)C=CC=CC=1.BrN1C(=O)CCC1=O.[CH:28]1([CH2:33][CH:34]([C:38]2[CH:43]=[CH:42][C:41]([C:44]([F:47])([F:46])[F:45])=[C:40]([F:48])[CH:39]=2)[C:35]([OH:37])=O)[CH2:32][CH2:31][CH2:30][CH2:29]1.[NH2:49][C:50]1[S:51][CH:52]=[CH:53][N:54]=1>C(Cl)Cl>[CH:28]1([CH2:33][CH:34]([C:38]2[CH:43]=[CH:42][C:41]([C:44]([F:45])([F:47])[F:46])=[C:40]([F:48])[CH:39]=2)[C:35]([NH:49][C:50]2[S:51][CH:52]=[CH:53][N:54]=2)=[O:37])[CH2:29][CH2:30][CH2:31][CH2:32]1. Procedure: A solution of triphenylphosphine (312 mg, 1.19 mmol) in methylene chloride (5 mL) was cooled to 0° C. and then slowly treated with N-bromosuccinimide (212 mg, 1.19 mmol). The reaction mixture was stirred at 0° C. for 30 min and then treated with 3-cyclopentyl-2-(3-fluoro-4-trifluoromethyl-phenyl)-propionic acid (300 mg, 0.99 mmol). The resulting reaction mixture was stirred at 0° C. for 15 min and then allowed to warm to 25° C. where it was stirred for 30 min. The reaction mixture was then treat... Starting materials: ClC1=CN(C2=C(C=CC=C12)C(C1=CC=CC=C1)=O)C (3-chloro-1-methyl-7-benzoylindole), COC(C)O (methoxy-ethanol). Run in P(O)(O)(O)=O (phosphoric acid), O (water). Yields the product CN1C(CC2=CC=CC(=C12)C(C1=CC=CC=C1)=O)=O (1-methyl-7-benzoylindolin-2-one). Reaction SMILES: Cl[C:2]1[C:10]2[C:5](=[C:6]([C:11](=[O:18])[C:12]3[CH:17]=[CH:16][CH:15]=[CH:14][CH:13]=3)[CH:7]=[CH:8][CH:9]=2)[N:4]([CH3:19])[CH:3]=1.C[O:21]C(O)C>P(=O)(O)(O)O.O>[CH3:19][N:4]1[C:5]2[C:10](=[CH:9][CH:8]=[CH:7][C:6]=2[C:11](=[O:18])[C:12]2[CH:17]=[CH:16][CH:15]=[CH:14][CH:13]=2)[CH2:2][C:3]1=[O:21]. Procedure: A solution of 46 grams (0.17 mol) of 3-chloro-1-methyl-7-benzoylindole in 250 ml of methoxy-ethanol and 60 ml of 70% phosphoric acid was heated at reflux under a nitrogen atmosphere for 5 hours. The solution was then cooled and diluted with 1.5 liters of water. The organic materials were extracted with methylene chloride and concentrated. The concentrated extract was chromatographed on silica gel and the product eluted with isopropyl ether. The residue obtained crystallized upon standing and was... Starting materials: BrC1=CC(=C(C=C1)C(C(C(F)(F)F)(O)C=1C=NC(=CC1)OC)C)Cl (3-(4-bromo-2-chloro-phenyl)-1,1,1-trifluoro-2-(6-methoxy-pyridin-3-yl)-butan-2-ol), ClC1=C(C=C(C=C1)B(O)O)C(=O)OCC (4-chloro-3-ethoxycarbonylphenylboronic acid). Yields the product C(C)OC(=O)C=1C=C(C=CC1Cl)C1=CC(=C(C=C1)C(C(C(F)(F)F)(C=1C=NC(=CC1)OC)O)C)Cl (4,3′-Dichloro-4′-[3,3,3-trifluoro-2-hydroxy-2-(6-methoxy-pyridin-3-yl)-1-methyl-propyl]-biphenyl-3-carboxylic acid ethyl ester). RXN SMILES: Br[C:2]1[CH:7]=[CH:6][C:5]([CH:8]([CH3:23])[C:9]([C:15]2[CH:16]=[N:17][C:18]([O:21][CH3:22])=[CH:19][CH:20]=2)([OH:14])[C:10]([F:13])([F:12])[F:11])=[C:4]([Cl:24])[CH:3]=1.[Cl:25][C:26]1[CH:31]=[CH:30][C:29](B(O)O)=[CH:28][C:27]=1[C:35]([O:37][CH2:38][CH3:39])=[O:36]>>[CH2:38]([O:37][C:35]([C:27]1[CH:28]=[C:29]([C:2]2[CH:7]=[CH:6][C:5]([CH:8]([CH3:23])[C:9]([OH:14])([C:15]3[CH:16]=[N:17][C:18]([O:21][CH3:22])=[CH:19][CH:20]=3)[C:10]([F:13])([F:12])[F:11])=[C:4]([Cl:24])[CH:3]=2)[CH:30]=[CH:31][C:26]=1[Cl:25])=[O:36])[CH3:39]. Procedure: In analogy to Example 150, step 2, 3-(4-bromo-2-chloro-phenyl)-1,1,1-trifluoro-2-(6-methoxy-pyridin-3-yl)-butan-2-ol (Example 175, step 3) was reacted with 4-chloro-3-ethoxycarbonylphenylboronic acid to give the title compound as a colorless foam. MS (m/e)=528.2 [M+H+]. The solvent is CO (MeOH). Yields the product C(C)C1=CC=C2C(CCO2)=C1O (5-Ethyl-2,3-dihydro-benzofuran-4-ol). RXN SMILES: [OH:1][C:2]1[C:7]2[CH:8]=[CH:9][O:10][C:6]=2[CH:5]=[CH:4][C:3]=1[C:11](=O)[CH3:12]>CO.[Pd]>[CH2:11]([C:3]1[C:2]([OH:1])=[C:7]2[CH2:8][CH2:9][O:10][C:6]2=[CH:5][CH:4]=1)[CH3:12]. The reactants are OC1=C(C=CC2=C1C=CO2)C(C)=O (1-(4-Hydroxy-benzofuran-5-yl)-ethanone). Reagents/catalysts: [Pd] (Pd/C). Procedure details: A mixture of 1-(4-Hydroxy-benzofuran-5-yl)-ethanone (1.37 g, 7.8 mmol) and 10 wt % Pd/C (0.7 g, Degussa type) in MeOH (20 mL) was stirred under a balloon of H2 for 24 hours. The reaction mixture was filtered through a pad of celite washing with EtOAc. The filtrate was concentrated to an oil (0.9 g, 70%). 1H NMR (400 MHz, CDCl3): δ 1.21 (t, J=7.6 Hz, 3 H), 2.56 (q, J=7.6 Hz, 2 H), 3.14 (t, J=8.6 Hz, 2 H), 4.59 (t, J=8.6 Hz, 2 H), 4.68 (s, 1H), 6.37 (d, J=8.1 Hz, 1 H), 6.37 (d, J=8.1 Hz, 1 H). Conditions: time 24 hour. Reactants: CC1(CNC2=CC(=CC=C12)N1CCOCC1)C (3,3-dimethyl-6-morpholinoindoline), ClC1=C(C(=NC2=CC=CC(=C12)F)C1=NC=CC=C1)C (4-chloro-5-fluoro-3-methyl-2-(pyridin-2-yl)quinoline), [H-].[Na+] (sodium hydride). The solvent is CN(C)C=O (DMF). Reaction conditions: temperature 130 celsius. Yields the product CC1(CN(C2=CC(=CC=C12)N1CCOCC1)C1=C(C(=NC2=CC=CC(=C12)F)C1=NC=CC=C1)C)C (4-(3,3-Dimethyl-6-(4-morpholinyl)-2,3-dihydro-1H-indol-1-yl)-5-fluoro-3-methyl-2-(2-pyridinyl)quinoline). Reaction SMILES: [CH3:1][C:2]1([CH3:17])[C:10]2[C:5](=[CH:6][C:7]([N:11]3[CH2:16][CH2:15][O:14][CH2:13][CH2:12]3)=[CH:8][CH:9]=2)[NH:4][CH2:3]1.Cl[C:19]1[C:28]2[C:23](=[CH:24][CH:25]=[CH:26][C:27]=2[F:29])[N:22]=[C:21]([C:30]2[CH:35]=[CH:34][CH:33]=[CH:32][N:31]=2)[C:20]=1[CH3:36].[H-].[Na+]>CN(C=O)C>[CH3:1][C:2]1([CH3:17])[C:10]2[C:5](=[CH:6][C:7]([N:11]3[CH2:16][CH2:15][O:14][CH2:13][CH2:12]3)=[CH:8][CH:9]=2)[N:4]([C:19]2[C:28]3[C:23](=[CH:24][CH:25]=[CH:26][C:27]=3[F:29])[N:22]=[C:21]([C:30]3[CH:35]=[CH:34][CH:33]=[CH:32][N:31]=3)[C:20]=2[CH3:36])[CH2:3]1 |f:2.3|. Procedure: Prepared according to procedure M using 3,3-dimethyl-6-morpholinoindoline (348 mg, 1496 μmol), 4-chloro-5-fluoro-3-methyl-2-(pyridin-2-yl)quinoline (340 mg, 1247 μmol) in DMF (12 mL), and sodium hydride (72 mg, 2992 μmol) and heating at 130° C. overnight. After purification 4-(3,3-dimethyl-6-(4-morpholinyl)-2,3-dihydro-1H-indol-1-yl)-5-fluoro-3-methyl-2-(2-pyridinyl)quinoline was obtained as a yellow film. 1H NMR (400 MHz, chloroform-d) δ ppm 8.76 (1H, dd, J=3.5, 1.2 Hz), 8.02 (1H, d, J=8.2 Hz),... The reactants are 4C, mixture, MnCl2, CN(C)C(=O)NC1=CC(=C(C=C1)Cl)Cl (Dynex), [Na+].[Cl-] (NaCl). The solvent is C1CN(CCN1CCO)CCS(=O)(=O)O (HEPES), C1CN(CCN1CCO)CCS(=O)(=O)O (HEPES), C1CN(CCN1CCO)CCS(=O)(=O)O (HEPES). Reaction conditions: time 2 hour. Yields the product N1=CNC2=C1C=CC=C2 (Benzimidazole). As a reaction SMILES: C[N:2]([C:4]([NH:6][C:7]1[CH:12]=[CH:11][C:10](Cl)=[C:9](Cl)[CH:8]=1)=O)C.[Na+].[Cl-]>C1N(CCO)CCN(CCS(O)(=O)=O)C1>[N:6]1[C:7]2[CH:12]=[CH:11][CH:10]=[CH:9][C:8]=2[NH:2][CH:4]=1 |f:1.2|. Procedure details: Membranes from CHO cells expressing the MCH receptor were prepared by lysing cells with 5 mM HEPES for 15 min at 4C. Cell lysates were centrifuged (12.5000×g, 15 min) and the pellet was resuspended in 5 mM HEPES. For each 96-well plate (Microlite, Dynex Technologies), 1 mg of cell membranes were incubated with 10 mg of wheat germ agglutinin SPA beads (Amersham) for 5 min at 4 C in a volume of 10 ml of binding buffer (25 mM HEPES, 10 mM MGCl2, 10 mM NaCl, 5 mM MnCl2, 0.1% BSA). The membrane/bead ... Reactants: C1=CC=CC=C1 (Benzene), [N+](=O)(O)[O-] (nitric acid), N(=O)[O-].[Na+] (sodium nitrite), N(C(=O)C)C1=C(C=C(C=C1)C1=C(C#N)C=CC=C1)C (2-(4-Acetamino-3-methylphenyl)benzonitrile). The solvent is [Cl-].[Na+].O (brine), C(C)(=O)O (acetic acid). Conditions: temperature 45 celsius. Yields the product C(#N)C1=C(C=CC=C1)C=1C=C2C=NNC2=CC1 (5(2-cyanophenyl)indazole). As a reaction SMILES: [NH:1]([C:5]1[CH:10]=[CH:9][C:8]([C:11]2[CH:18]=[CH:17][CH:16]=[CH:15][C:12]=2[C:13]#[N:14])=[CH:7][C:6]=1[CH3:19])C(C)=O.[N+:20]([O-])(O)=O.N([O-])=O.[Na+].C1C=CC=CC=1>C(O)(=O)C.[Cl-].[Na+].O>[C:13]([C:12]1[CH:15]=[CH:16][CH:17]=[CH:18][C:11]=1[C:8]1[CH:7]=[C:6]2[C:5](=[CH:10][CH:9]=1)[NH:1][N:20]=[CH:19]2)#[N:14] |f:2.3,6.7.8|. Procedure details: 2-(4-Acetamino-3-methylphenyl)benzonitrile (15.2 mmole, 3.8 g) was dissolved in 50 ml acetic acid and treated for 1 hour at room temperature with a scream of gaseous N2O5 generated by the addition of nitric acid to sodium nitrite. Benzene and brine were added to the reaction. The organic layer was separated, dried and warmed gently on a rotorvap (45° C.) for 1 hour. The solution was concentrated. Ether and saturated sodium bicarbonate were added. The organic phase was dried and concentrated. The... Reactants: CCCCc1nc(C(F)(F)F)ccc1C#CC(=O)O, Cl, CS(=O)(=O)Nc1c(F)cc(CN)cc1F. The product is CCCCc1nc(C(F)(F)F)ccc1C#CC(=O)NCc1cc(F)c(NS(C)(=O)=O)c(F)c1. As a reaction SMILES: [CH2:17]([CH2:18][CH2:19][CH3:20])[c:21]1[n:22][c:23]([C:32]([F:33])([F:34])[F:35])[cH:24][cH:25][c:26]1[C:27]#[C:28][C:29](=[O:30])[OH:31].[ClH:16].[NH2:1][CH2:2][c:3]1[cH:4][c:5]([F:15])[c:6]([NH:10][S:11](=[O:12])(=[O:13])[CH3:14])[c:7]([F:9])[cH:8]1>>[NH:1]([CH2:2][c:3]1[cH:4][c:5]([F:15])[c:6]([NH:10][S:11](=[O:12])(=[O:13])[CH3:14])[c:7]([F:9])[cH:8]1)[C:29]([C:28]#[C:27][c:26]1[c:21]([CH2:17][CH2:18][CH2:19][CH3:20])[n:22][c:23]([C:32]([F:33])([F:34])[F:35])[cH:24][cH:25]1)=[O:30].